Dataset: the Open Reaction Database (ORD), a public repository of structured organic reaction records. Task: describe an organic reaction: reactants, conditions, products, and yield The reactants are CSCCl, O=Cc1cc(Cl)ccc1O, [K+], [K+], O=C([O-])[O-], CN(C)C=O, O. Yields the product CSCOc1ccc(Cl)cc1C=O. As a reaction SMILES: [Cl:11][CH2:12][S:13][CH3:14].[Cl:1][c:2]1[cH:3][cH:4][c:5]([OH:10])[c:6]([CH:7]=[O:8])[cH:9]1.[K+:15].[K+:16].[O-:17][C:18]([O-:19])=[O:20].[O:22]=[CH:23][N:24]([CH3:25])[CH3:26].[OH2:21]>>[Cl:1][c:2]1[cH:3][cH:4][c:5]([O:10][CH2:12][S:13][CH3:14])[c:6]([CH:7]=[O:8])[cH:9]1. Starting materials: C(C)OC(CN1N=C(N(C1=O)CC1=CC=C(C=C1)OC)C1=CC=C(C=C1)Cl)=O (Ethyl[3-(4-chlorophenyl)-4-(4-methoxyphenylmethyl)-5-oxo-4,5-dihydro-1H-1,2,4-triazol-1-yl]-acetate), [OH-].[K+] (potassium hydroxide), Cl (hydrochloric acid). Run in CO (methanol). The product is ClC1=CC=C(C=C1)C1=NN(C(N1CC1=CC=C(C=C1)OC)=O)CC(=O)O ([3-(4-chlorophenyl)-4-(4-methoxyphenylmethyl)-5-oxo-4,5-dihydro-1H-1,2,4-triazol-1-yl]acetic acid). RXN SMILES: C([O:3][C:4](=[O:28])[CH2:5][N:6]1[C:10](=[O:11])[N:9]([CH2:12][C:13]2[CH:18]=[CH:17][C:16]([O:19][CH3:20])=[CH:15][CH:14]=2)[C:8]([C:21]2[CH:26]=[CH:25][C:24]([Cl:27])=[CH:23][CH:22]=2)=[N:7]1)C.[OH-].[K+].Cl>CO>[Cl:27][C:24]1[CH:25]=[CH:26][C:21]([C:8]2[N:9]([CH2:12][C:13]3[CH:18]=[CH:17][C:16]([O:19][CH3:20])=[CH:15][CH:14]=3)[C:10](=[O:11])[N:6]([CH2:5][C:4]([OH:28])=[O:3])[N:7]=2)=[CH:22][CH:23]=1 |f:1.2|. Procedure details: 3.58 g (8.91 mmol) of ethyl[3-(4-chlorophenyl)-4-(4-methoxyphenylmethyl)-5-oxo-4,5-dihydro-1H-1,2,4-triazol-1-yl]-acetate from Example 78A are placed in 40 ml methanol and stirred overnight at room temperature with 4 ml of 20% aqueous potassium hydroxide. It is adjusted to pH 6 with 1 N hydrochloric acid and purified by preparative HPLC [Method 12]. 2.71 g (81% of theory) of the target compound are thus obtained.